From a dataset of the Open Reaction Database (ORD), a public repository of structured organic reaction records. describe an organic reaction: reactants, conditions, products, and yield Starting materials: NC1CCCc2ccccc21, O=Cc1cccc(Cl)c1. Yields the product Clc1cccc(CNC2CCCc3ccccc32)c1. RXN SMILES: [CH:10]1([NH2:20])[CH2:11][CH2:12][CH2:13][c:14]2[cH:15][cH:16][cH:17][cH:18][c:19]21.[Cl:1][c:2]1[cH:3][c:4]([CH:5]=[O:6])[cH:7][cH:8][cH:9]1>>[Cl:1][c:2]1[cH:3][c:4]([CH2:5][NH:20][CH:10]2[CH2:11][CH2:12][CH2:13][c:14]3[cH:15][cH:16][cH:17][cH:18][c:19]32)[cH:7][cH:8][cH:9]1. The reactants are C1CCOC1, [H-], COC(=O)c1cc2c(cc1I)CN(C(=O)OCc1ccccc1)C2. Yields the product O=C(OCc1ccccc1)N1Cc2cc(I)c(CO)cc2C1. Reaction SMILES: [CH2:26]1[O:27][CH2:28][CH2:29][CH2:30]1.[H-:25].[I:1][c:2]1[c:3]([C:21](=[O:22])[O:23][CH3:24])[cH:4][c:5]2[c:9]([cH:10]1)[CH2:8][N:7]([C:11](=[O:12])[O:13][CH2:14][c:15]1[cH:16][cH:17][cH:18][cH:19][cH:20]1)[CH2:6]2>>[I:1][c:2]1[c:3]([CH2:21][OH:22])[cH:4][c:5]2[c:9]([cH:10]1)[CH2:8][N:7]([C:11](=[O:12])[O:13][CH2:14][c:15]1[cH:16][cH:17][cH:18][cH:19][cH:20]1)[CH2:6]2. The reactants are C(C=C)OC(=O)N1C(CC(C1)SC(=O)OC(C)(C)C)CN (1-allyloxycarbonyl-2-aminomethyl-4-t-butoxycarbonylthiopyrrolidine), Cl (hydrogen chloride). The reagents and catalysts are [C-]#N.[C-]#N.[C-]#N.[C-]#N.[C-]#N.[C-]#N.[K+].[K+].[K+].[K+].[Fe+6] (potassium hexacyanoferrate). Run in O (water), C(C)(=O)O (acetic acid). Conditions: time 1 hour. Yields the product NCC1N(CC(C1)SSC1CC(N(C1)C(=O)OCC=C)CN)C(=O)OCC=C (diallyl 4,4'-dithiodi[2-(aminomethyl)pyrrolidin-1-carboxylate]). Reaction SMILES: [CH2:1]([O:4][C:5]([N:7]1[CH2:11][CH:10]([S:12]C(OC(C)(C)C)=O)[CH2:9][CH:8]1[CH2:20][NH2:21])=[O:6])[CH:2]=[CH2:3].Cl>C(O)(=O)C.O.[C-]#N.[C-]#N.[C-]#N.[C-]#N.[C-]#N.[C-]#N.[K+].[K+].[K+].[K+].[Fe+6]>[NH2:21][CH2:20][CH:8]1[CH2:9][CH:10]([S:12][S:12][CH:10]2[CH2:11][N:7]([C:5]([O:4][CH2:1][CH:2]=[CH2:3])=[O:6])[CH:8]([CH2:20][NH2:21])[CH2:9]2)[CH2:11][N:7]1[C:5]([O:4][CH2:1][CH:2]=[CH2:3])=[O:6] |f:4.5.6.7.8.9.10.11.12.13.14|. Reported procedure: A solution of 1-allyloxycarbonyl-2-aminomethyl-4-t-butoxycarbonylthiopyrrolidine (10 mmol) in acetic acid (25 ml), was saturated with hydrogen chloride and heated on a steam bath for 5 minutes. The solution was filtered and the filtrate evaporated. The residue was taken up in 2.5N aqueous solution of sodium hydroxide (25 ml) and ethanol (10 ml). A solution of potassium hexacyanoferrate (11 mmols) in water (20 ml) was added portion wise until a yellow colour persisted. The reaction was stirred at... Starting materials: N1C=CC2=CC=CC=C12 (indole), C(=O)(OC(C)(C)C)N1C2=CC=C(C=C2C=2C=C3C(=C(C12)OCCCBr)N(C=1C=CC(=CC13)Br)C(=O)OC(C)(C)C)Br (5,7-diBOC-2,10-dibromo-6-(3-bromopropoxy)indolo[2,3-b]carbazole), N1CCOCC1 (morpholine). Yields the product BrC=1C=C2C=3C=C4C(=C(C3NC2=CC1)OCCCN1CCOCC1)NC=1C=CC(=CC14)Br (4-(3-(2,10-dibromo-5,7-dihydroindolo[2,3-b]carbazol-6-yloxy)propyl)morpholine). As a reaction SMILES: N1C2C(=CC=CC=2)C=C1.C([N:17]1[C:29]2[C:28]([O:30][CH2:31][CH2:32][CH2:33]Br)=[C:27]3[N:35](C(OC(C)(C)C)=O)[C:36]4[CH:37]=[CH:38][C:39]([Br:42])=[CH:40][C:41]=4[C:26]3=[CH:25][C:24]=2[C:23]2[C:18]1=[CH:19][CH:20]=[C:21]([Br:50])[CH:22]=2)(OC(C)(C)C)=O.[NH:51]1[CH2:56][CH2:55][O:54][CH2:53][CH2:52]1>>[Br:50][C:21]1[CH:22]=[C:23]2[C:18](=[CH:19][CH:20]=1)[NH:17][C:29]1[C:28]([O:30][CH2:31][CH2:32][CH2:33][N:51]3[CH2:56][CH2:55][O:54][CH2:53][CH2:52]3)=[C:27]3[NH:35][C:36]4[CH:37]=[CH:38][C:39]([Br:42])=[CH:40][C:41]=4[C:26]3=[CH:25][C:24]2=1. Procedure details: The title compound was prepared in a manner analogous to Example 70 except the starting indole is 5,7-diBOC-2,10-dibromo-6-(3-bromopropoxy)indolo[2,3-b]carbazole and the reagent is morpholine. 1H-NMR (400 MHz, DMSO-d6) δ ppm 11.28 (s, 2 H), 8.67 (s, 1 H), 8.28 (d, J=2.0 Hz, 2H), 7.51-7.40 (m, 4 H), 4.30 (t, J=6.6 Hz, 2 H), 3.56 (t, J=4.6 Hz, 4 H), 2.52 (t, J=7.2 Hz, 2 H), 2.44-2.32 (m, 4 H), 2.11-2.00 (m, 2 H); MS (ESI) m/z 556.0 (M−H)− The reactants are ClC=1N(C2=CC=CC=C2C1C(=O)O)C (2-chloro-1-methylindole-3-carboxylic acid), O=S(Cl)Cl (SOCl2), NCC(CO)O (3-aminopropane-1,2-diol). Yields the product OC(CNC(=O)C1=C(N(C2=CC=CC=C12)C)Cl)CO (N-(2,3-dihydroxypropyl)-2-chloro-1-methylindole-3-carboxamide). The yield is 46.0%. Reaction SMILES: [Cl:1][C:2]1[N:3]([CH3:14])[C:4]2[C:9]([C:10]=1[C:11]([OH:13])=O)=[CH:8][CH:7]=[CH:6][CH:5]=2.O=S(Cl)Cl.[NH2:19][CH2:20][CH:21]([OH:24])[CH2:22][OH:23]>>[OH:24][CH:21]([CH2:22][OH:23])[CH2:20][NH:19][C:11]([C:10]1[C:9]2[C:4](=[CH:5][CH:6]=[CH:7][CH:8]=2)[N:3]([CH3:14])[C:2]=1[Cl:1])=[O:13]. Reported procedure: Similar reaction of 2-chloro-1-methylindole-3-carboxylic acid [XXI] with SOCl2 and 3-aminopropane-1,2-diol gave N-(2,3-dihydroxypropyl)-2-chloro-1-methylindole-3-carboxamide [XXII: R6 =H;, R7 =CH2CH(OH)CH2OH] (46%) as an oil.